From a dataset of the Open Reaction Database (ORD), a public repository of structured organic reaction records. describe an organic reaction: reactants, conditions, products, and yield The reactants are C(=O)N (formamide), BrC(C(=O)C1=CC(=C(C(=C1)C(C)(C)C)O)C(C)(C)C)C (4-(2-bromopropionyl)-2,6-di-tert-butylphenol). The solvent is O (water). Conditions: temperature 150 celsius. Product: C(C)(C)(C)C=1C=C(C=C(C1O)C(C)(C)C)C=1N=COC1C (4-(3,5-di-tert-butyl-4-hydroxyphenyl)-5-methyloxazole). Isolated yield 58.1%. Reaction SMILES: [CH:1]([NH2:3])=[O:2].Br[CH:5]([CH3:23])[C:6]([C:8]1[CH:13]=[C:12]([C:14]([CH3:17])([CH3:16])[CH3:15])[C:11]([OH:18])=[C:10]([C:19]([CH3:22])([CH3:21])[CH3:20])[CH:9]=1)=O>O>[C:19]([C:10]1[CH:9]=[C:8]([C:6]2[N:3]=[CH:1][O:2][C:5]=2[CH3:23])[CH:13]=[C:12]([C:14]([CH3:17])([CH3:16])[CH3:15])[C:11]=1[OH:18])([CH3:22])([CH3:21])[CH3:20]. Reported procedure: A mixture of 4.5 g of formamide and 2.25 g of 4-(2-bromopropionyl)-2,6-di-tert-butylphenol was heated to 150° C. for 1.5 hours. The reaction mixture was poured into water after cooling and then extracted twice each time with 30 ml of toluene. The extract was dried over anhydrous magnesium sulfate and concentrated under reduced pressure and the residue was recrystallized from aqueous methanol to provide 1.1 g of 4-(3,5-di-tert-butyl-4-hydroxyphenyl)-5-methyloxazole. Starting materials: C1(=CC(=CC=C1)C(=O)O)C (m-toluic acid), C(=O)(N1C=NC=C1)N1C=NC=C1 (1,1′carbonyldiimidazole), Cl.NCC1=C2C(N(C(=NC2=CC=C1)C)C1C(NC(CC1)=O)=O)=O (3-(5-aminomethyl-2-methyl-4-oxo-4H-quinazolin-3-yl)-piperidine-2,6-dione hydrogen chloride). Solvent: CN(C)C=O (DMF). Conditions: time 1 hour. The product is O=C1NC(CCC1N1C(=NC2=CC=CC(=C2C1=O)CNC(C1=CC(=CC=C1)C)=O)C)=O (N-[3-(2,6-dioxo-piperidin-3-yl)-2-methyl-4-oxo-3,4-dihydro-quinazolin-5-ylmethyl]-3-methyl-benzamide). The yield is 74.3%. As a reaction SMILES: [C:1]1([CH3:10])[CH:6]=[CH:5][CH:4]=[C:3]([C:7]([OH:9])=O)[CH:2]=1.C(N1C=CN=C1)(N1C=CN=C1)=O.Cl.[NH2:24][CH2:25][C:26]1[CH:35]=[CH:34][CH:33]=[C:32]2[C:27]=1[C:28](=[O:45])[N:29]([CH:37]1[CH2:42][CH2:41][C:40](=[O:43])[NH:39][C:38]1=[O:44])[C:30]([CH3:36])=[N:31]2>CN(C=O)C>[O:44]=[C:38]1[CH:37]([N:29]2[C:28](=[O:45])[C:27]3[C:32](=[CH:33][CH:34]=[CH:35][C:26]=3[CH2:25][NH:24][C:7](=[O:9])[C:3]3[CH:4]=[CH:5][CH:6]=[C:1]([CH3:10])[CH:2]=3)[N:31]=[C:30]2[CH3:36])[CH2:42][CH2:41][C:40](=[O:43])[NH:39]1 |f:2.3|. Reported procedure: To a stirred solution of m-toluic acid (0.24 g, 1.8 mmol) in DMF (8 mL) in a 40° C. oil bath, was added 1,1′carbonyldiimidazole (0.31 g, 1.9 mmol) and stirred for one hour. To the mixture, 3-(5-aminomethyl-2-methyl-4-oxo-4H-quinazolin-3-yl)-piperidine-2,6-dione hydrogen chloride (0.59 g, 1.8 mmol) was added, and the mixture was stirred for 45 minutes. The solvent was evaporated, and the residue was purified by flash column chromatography (Silica gel, methanol/methylene chloride 4%/96%) to give N... Reactants: C(N)N (methylene diamine), C(#N)[Cu] (CuCN), N1=CC=CC=C1 (pyridine), BrC1=C(C(=C(C(=C1C)Br)C)Br)C (2,4,6-tribromo-1,3,5-trimethylbenzene). Product: C(#N)C1=C(C(=C(C(=C1C)C#N)C)C#N)C (2,4,6-tricyano-1,3,5-trimethylbenzene). As a reaction SMILES: [C:1]([Cu])#[N:2].[N:4]1[CH:9]=CC=CC=1.Br[C:11]1[C:16]([CH3:17])=[C:15](Br)[C:14]([CH3:19])=[C:13](Br)[C:12]=1[CH3:21].[CH2:22](N)[NH2:23]>>[C:22]([C:11]1[C:16]([CH3:17])=[C:15]([C:9]#[N:4])[C:14]([CH3:19])=[C:13]([C:1]#[N:2])[C:12]=1[CH3:21])#[N:23]. Procedure: CuCN (220 g, 243 mmol) and pyridine (146.7 g, 1.85 mol) were added to a high pressure reaction vessel, and well mixed, and then 2,4,6-tribromo-1,3,5-trimethylbenzene(25 g, 75.8 mmol) was added thereto. The reaction mixture was reacted at 205° C. for 2 hours. Cu therein was excluded with excessive methylene diamine, and then filtered by MC. Water in the reaction mixture was eliminated over MgSO4, and then solvent therein was evaporated in vacuum. The residue was absorbed to silica gel column and ...